From a dataset of the Open Reaction Database (ORD), a public repository of structured organic reaction records. describe an organic reaction: reactants, conditions, products, and yield Starting materials: CCCN, CCCOc1ccccc1-c1nc2nc(SC)ncc2c(=O)[nH]1, CCO. The product is CCCNc1ncc2c(=O)[nH]c(-c3ccccc3OCCC)nc2n1. As a reaction SMILES: [CH2:24]([CH2:25][CH3:26])[NH2:27].[CH3:1][S:2][c:3]1[n:4][cH:5][c:6]2[c:7]([n:8]1)[n:9][c:10](-[c:14]1[c:15]([O:20][CH2:21][CH2:22][CH3:23])[cH:16][cH:17][cH:18][cH:19]1)[nH:11][c:12]2=[O:13].[CH3:28][CH2:29][OH:30]>>[c:3]1([NH:27][CH2:24][CH2:25][CH3:26])[n:4][cH:5][c:6]2[c:7]([n:8]1)[n:9][c:10](-[c:14]1[c:15]([O:20][CH2:21][CH2:22][CH3:23])[cH:16][cH:17][cH:18][cH:19]1)[nH:11][c:12]2=[O:13].